This data is from the Open Reaction Database (ORD), a public repository of structured organic reaction records. The task is: describe an organic reaction: reactants, conditions, products, and yield The reactants are [H-].[Al+3].[Li+].[H-].[H-].[H-] (lithium aluminium hydride), CC1=NC2=CC=CC(=C2C=C1)OCCN1CCN(CC1)CC=1C=CC2=C(NC(CO2)=O)C1 (6-(4-(2-(2-Methylquinolin-5-yloxy)ethyl)piperazin-1-ylmethyl)-4H-benzo[1,4]oxazin-3-one), [H-].[Al+3].[Li+].[H-].[H-].[H-] (lithium aluminium hydride). Run in O1CCCC1 (tetrahydrofuran), O1CCCC1 (tetrahydrofuran). Yields the product CC1=NC2=CC=CC(=C2C=C1)OCCN1CCN(CC1)CC=1C=CC2=C(NCCO2)C1 (6-{4-[2-(2-Methylquinolin-5-yloxy)ethyl]piperazin-1-ylmethyl}-3,4-dihydro-2H-benzo[1,4]oxazine). The yield is 54.5%. As a reaction SMILES: [CH3:1][C:2]1[CH:11]=[CH:10][C:9]2[C:4](=[CH:5][CH:6]=[CH:7][C:8]=2[O:12][CH2:13][CH2:14][N:15]2[CH2:20][CH2:19][N:18]([CH2:21][C:22]3[CH:23]=[CH:24][C:25]4[O:30][CH2:29][C:28](=O)[NH:27][C:26]=4[CH:32]=3)[CH2:17][CH2:16]2)[N:3]=1.[H-].[Al+3].[Li+].[H-].[H-].[H-]>O1CCCC1>[CH3:1][C:2]1[CH:11]=[CH:10][C:9]2[C:4](=[CH:5][CH:6]=[CH:7][C:8]=2[O:12][CH2:13][CH2:14][N:15]2[CH2:16][CH2:17][N:18]([CH2:21][C:22]3[CH:23]=[CH:24][C:25]4[O:30][CH2:29][CH2:28][NH:27][C:26]=4[CH:32]=3)[CH2:19][CH2:20]2)[N:3]=1 |f:1.2.3.4.5.6|. Reported procedure: 6-(4-(2-(2-Methylquinolin-5-yloxy)ethyl)piperazin-1-ylmethyl)-4H-benzo[1,4]oxazin-3-one (0.139 g, 0.32 mmol) was dissolved in dry tetrahydrofuran (10 mL) under argon and treated with a solution of lithium aluminium hydride in tetrahydrofuran (1 M, 0.32 mL, 0.32 mmol) and the reaction stirred at ambient temperature. More lithium aluminium hydride solution (1 M in tetrahydrofuran, 0.32 mL, 0.32 mmol) was added after 18 h and the mixture stirred for 1 h before being quenched with 10% potassium sodi...